This data is from the Open Reaction Database (ORD), a public repository of structured organic reaction records. The task is: describe an organic reaction: reactants, conditions, products, and yield Starting materials: C(C)(C)(C)OC(=O)N[C@H](C(CCl)=O)CC1=CC=CC=C1 ((3S)-3-tert-butoxycarbonylamino-1-chloro-4-phenyl-2-butanone), C1(=CC=CC=C1)C (toluene), [BH4-].[Na+] (Sodium borohydride). The solvent is C(C)O (ethanol). Run at temperature 60 celsius, time 40 minute. Yields the product C(C)(C)(C)OC(=O)N[C@H]([C@@H](CCl)O)CC1=CC=CC=C1 ((2S,3S)-3-tert-butoxycarbonylamino-1-chloro-2-hydroxy-4-phenylbutane). Isolated yield 72.6%. As a reaction SMILES: [C:1]([O:5][C:6]([NH:8][C@@H:9]([CH2:14][C:15]1[CH:20]=[CH:19][CH:18]=[CH:17][CH:16]=1)[C:10](=[O:13])[CH2:11][Cl:12])=[O:7])([CH3:4])([CH3:3])[CH3:2].C1(C)C=CC=CC=1.[BH4-].[Na+]>C(O)C>[C:1]([O:5][C:6]([NH:8][C@@H:9]([CH2:14][C:15]1[CH:16]=[CH:17][CH:18]=[CH:19][CH:20]=1)[C@H:10]([OH:13])[CH2:11][Cl:12])=[O:7])([CH3:4])([CH3:2])[CH3:3] |f:2.3|. Reported procedure: To (3S)-3-tert-butoxycarbonylamino-1-chloro-4-phenyl-2-butanone (2.08 g) were added toluene (4.2 ml) and ethanol (16.7 ml). Sodium borohydride (133 mg) was added by portions at −10° C. and the mixture was stirred for 1 hr and 40 min. The reaction was quenched by adding acetic acid (0.40 ml). The reaction mixture was warmed to 60° C. over 1 hr and further stirred 60° C. for 30 min. The reaction mixture was then cooled to −10° C. over 1 hr and 50 min and further stirred at −10° C. for 6 hr. The ob...